This data is from the Open Reaction Database (ORD), a public repository of structured organic reaction records. The task is: describe an organic reaction: reactants, conditions, products, and yield Procedure details: 1-(2,6-Difluorobenzyl)-2,6-dimethyl-3-bromo-5-ethoxycarbonyl-4-pyridone (1.5 g, 3.7 mmol) was evacuated in a pressure vessel with 2-fluoro-3-methoxyphenyl boronic acid (764 mg, 4.5 mmol) and tetrakis(triphenylphosphine) palladium (0) (428 mg, 370 μmol). A mixture of benzene/ethanol/1,2-dimethoxyethane (74 ml in a 10/1/11 ratio) and barium hydroxide (saturated aqueous, about 0.5M) was then added under vacuum, the vessel sealed under N2, and the reaction stirred at 90° C. for twelve hours, protect... Reaction SMILES: [F:1][C:2]1[CH:23]=[CH:22][CH:21]=[C:20]([F:24])[C:3]=1[CH2:4][N:5]1[C:10]([CH3:11])=[C:9]([C:12]([O:14][CH2:15][CH3:16])=[O:13])[C:8](=[O:17])[C:7](Br)=[C:6]1[CH3:19].[F:25][C:26]1[C:31]([O:32][CH3:33])=[CH:30][CH:29]=[CH:28][C:27]=1B(O)O.[OH-].[Ba+2].[OH-]>[Pd].C1(P(C2C=CC=CC=2)C2C=CC=CC=2)C=CC=CC=1.C1(P(C2C=CC=CC=2)C2C=CC=CC=2)C=CC=CC=1.C1(P(C2C=CC=CC=2)C2C=CC=CC=2)C=CC=CC=1.C1(P(C2C=CC=CC=2)C2C=CC=CC=2)C=CC=CC=1.C1C=CC=CC=1.C(O)C.COCCOC>[F:1][C:2]1[CH:23]=[CH:22][CH:21]=[C:20]([F:24])[C:3]=1[CH2:4][N:5]1[C:10]([CH3:11])=[C:9]([C:12]([O:14][CH2:15][CH3:16])=[O:13])[C:8](=[O:17])[C:7]([C:27]2[CH:28]=[CH:29][CH:30]=[C:31]([O:32][CH3:33])[C:26]=2[F:25])=[C:6]1[CH3:19] |f:2.3.4,5.6.7.8.9,10.11.12|. Run in C1=CC=CC=C1.C(C)O.COCCOC (benzene ethanol 1,2-dimethoxyethane). Product: FC1=C(CN2C(=C(C(C(=C2C)C(=O)OCC)=O)C2=C(C(=CC=C2)OC)F)C)C(=CC=C1)F (1-(2,6-Difluorobenzyl)-2,6-dimethyl-3-(2-fluoro-3-methoxyphenyl)-5-ethoxycarbonyl-4-pyridone). Reagents/catalysts: [Pd].C1(=CC=CC=C1)P(C1=CC=CC=C1)C1=CC=CC=C1.C1(=CC=CC=C1)P(C1=CC=CC=C1)C1=CC=CC=C1.C1(=CC=CC=C1)P(C1=CC=CC=C1)C1=CC=CC=C1.C1(=CC=CC=C1)P(C1=CC=CC=C1)C1=CC=CC=C1 (tetrakis(triphenylphosphine) palladium (0)). The reactants are oil, [OH-].[Ba+2].[OH-] (barium hydroxide), FC1=C(CN2C(=C(C(C(=C2C)C(=O)OCC)=O)Br)C)C(=CC=C1)F (1-(2,6-Difluorobenzyl)-2,6-dimethyl-3-bromo-5-ethoxycarbonyl-4-pyridone), FC1=C(C=CC=C1OC)B(O)O (2-fluoro-3-methoxyphenyl boronic acid). Run at temperature 90 celsius. Reactants: CS(=O)(=O)C1=CC=C(C=C1)CCOC1=CC=C(C=C1)CC(C(=O)OCC)SC1=CC=CC=C1 (Ethyl 3-(4-{2-[4-(methylsulfonyl)phenyl]ethoxy} phenyl)-2-(phenylthio)propanoate), CC(C)C[AlH]CC(C)C (DIBAL-H). The solvent is ClCCl (dichloromethane). Conditions: temperature -78 celsius. The product is CS(=O)(=O)C1=CC=C(C=C1)CCOC1=CC=C(C=C1)CC(CO)SC1=CC=CC=C1 (3-(4-{2-[4-(Methylsulfonyl)phenyl]ethoxy}phenyl)-2-(phenylthio)propan-1-ol). Reaction SMILES: [CH3:1][S:2]([C:5]1[CH:10]=[CH:9][C:8]([CH2:11][CH2:12][O:13][C:14]2[CH:19]=[CH:18][C:17]([CH2:20][CH:21]([S:27][C:28]3[CH:33]=[CH:32][CH:31]=[CH:30][CH:29]=3)[C:22](OCC)=[O:23])=[CH:16][CH:15]=2)=[CH:7][CH:6]=1)(=[O:4])=[O:3].CC(C[AlH]CC(C)C)C>ClCCl>[CH3:1][S:2]([C:5]1[CH:10]=[CH:9][C:8]([CH2:11][CH2:12][O:13][C:14]2[CH:19]=[CH:18][C:17]([CH2:20][CH:21]([S:27][C:28]3[CH:29]=[CH:30][CH:31]=[CH:32][CH:33]=3)[CH2:22][OH:23])=[CH:16][CH:15]=2)=[CH:7][CH:6]=1)(=[O:4])=[O:3]. Procedure details: Ethyl 3-(4-{2-[4-(methylsulfonyl)phenyl]ethoxy} phenyl)-2-(phenylthio)propanoate (0.58 g, 1.20 mmole) was dissolved in dry dichloromethane (15 ml). The solution was cooled to −78° C. and DIBAL-H (1M hexan solution, 3.0 ml, 3.0 mmole) was added. The cooling agent was removed after 20 min. After 2 h the reaction mixture was cooled on an ice-bath before the addition of HCl (1M, 15 ml). The mixture was extracted with dicloromethane, the organic phase was washed twice with water (15 ml) and dried wit...